The task is: describe an organic reaction: reactants, conditions, products, and yield. This data is from the Open Reaction Database (ORD), a public repository of structured organic reaction records. Starting materials: C[Mg]Br (methylmagnesium bromide), FC(OC1=CC=C(C=O)C=C1)(F)F (4-(trifluoromethoxy)benzaldehyde), [NH4+].[Cl-] (NH4Cl). Run in C1CCOC1 (THF). Conditions: time 4 hour. The product is FC(OC1=CC=C(C=C1)C(C)O)(F)F (1-(4-(trifluoromethoxy)phenyl)ethanol). As a reaction SMILES: [F:1][C:2]([F:13])([F:12])[O:3][C:4]1[CH:11]=[CH:10][C:7]([CH:8]=[O:9])=[CH:6][CH:5]=1.[CH3:14][Mg]Br.[NH4+].[Cl-]>C1COCC1>[F:1][C:2]([F:12])([F:13])[O:3][C:4]1[CH:11]=[CH:10][C:7]([CH:8]([OH:9])[CH3:14])=[CH:6][CH:5]=1 |f:2.3|. Procedure: A cooled (0° C.) solution of 4-(trifluoromethoxy)benzaldehyde (3.000 g; 15.78 mmol) in anh. THF (50 ml) was treated dropwise with a solution of methylmagnesium bromide (3 M in Et2O; 6.30 ml; 18.90 mmol), and the resulting mixture was stirred at rt, under nitrogen, for 4 h. The resulting reaction mixture was cooled to 0° C., and aq. sat. NH4Cl (30 ml) was added dropwise. The separated aq. layer was further extracted with AcOEt (3×20 ml), and the mixed organic layers were dried over anh. MgSO4, fi...